From a dataset of the Open Reaction Database (ORD), a public repository of structured organic reaction records. describe an organic reaction: reactants, conditions, products, and yield Reactants: CC(c1ccc(Br)cc1)N1CCC(CC(C)(C)O)(c2ccc(F)cc2)OC1=O, N#Cc1ccc(Br)nc1. Product: CC(c1ccc(-c2ccc(C#N)cn2)cc1)N1CCC(CC(C)(C)O)(c2ccc(F)cc2)OC1=O. As a reaction SMILES: [Br:1][c:2]1[cH:3][cH:4][c:5]([CH:8]([CH3:9])[N:10]2[C:11](=[O:28])[O:12][C:13]([CH2:16][C:17]([CH3:18])([CH3:19])[OH:20])([c:21]3[cH:22][cH:23][c:24]([F:27])[cH:25][cH:26]3)[CH2:14][CH2:15]2)[cH:6][cH:7]1.[Br:29][c:30]1[n:31][cH:32][c:33]([C:36]#[N:37])[cH:34][cH:35]1>>[c:2]1(-[c:30]2[n:31][cH:32][c:33]([C:36]#[N:37])[cH:34][cH:35]2)[cH:3][cH:4][c:5]([CH:8]([CH3:9])[N:10]2[C:11](=[O:28])[O:12][C:13]([CH2:16][C:17]([CH3:18])([CH3:19])[OH:20])([c:21]3[cH:22][cH:23][c:24]([F:27])[cH:25][cH:26]3)[CH2:14][CH2:15]2)[cH:6][cH:7]1. Reactants: CC(=O)O, COc1cc(N)cc(OC)c1OC, CS(=O)(=O)c1nccc(-c2c[nH]nc2-c2ccc(Cl)cc2Cl)n1. Product: COc1cc(Nc2nccc(-c3c[nH]nc3-c3ccc(Cl)cc3Cl)n2)cc(OC)c1OC. RXN SMILES: [C:37]([OH:38])(=[O:39])[CH3:40].[CH3:24][O:25][c:26]1[cH:27][c:28]([NH2:29])[cH:30][c:31]([O:35][CH3:36])[c:32]1[O:33][CH3:34].[Cl:1][c:2]1[c:3](-[c:9]2[n:10][nH:11][cH:12][c:13]2-[c:14]2[n:15][c:16]([S:20]([CH3:21])(=[O:22])=[O:23])[n:17][cH:18][cH:19]2)[cH:4][cH:5][c:6]([Cl:8])[cH:7]1>>[Cl:1][c:2]1[c:3](-[c:9]2[n:10][nH:11][cH:12][c:13]2-[c:14]2[n:15][c:16]([NH:29][c:28]3[cH:27][c:26]([O:25][CH3:24])[c:32]([O:33][CH3:34])[c:31]([O:35][CH3:36])[cH:30]3)[n:17][cH:18][cH:19]2)[cH:4][cH:5][c:6]([Cl:8])[cH:7]1. Starting materials: CC(C)(C)OC(=O)N1CCNC(CO)C1, CSC1=NC(=O)C(=Cc2ccc3c(cnn3Cc3ccc(C(F)(F)F)cc3C(F)(F)F)c2)S1. Yields the product CC(C)(C)OC(=O)N1CCN(C2=NC(=O)C(=Cc3ccc4c(cnn4Cc4ccc(C(F)(F)F)cc4C(F)(F)F)c3)S2)C(CO)C1. As a reaction SMILES: [C:34]([CH3:35])([CH3:36])([CH3:37])[O:38][C:39](=[O:40])[N:41]1[CH2:42][CH:43]([CH2:47][OH:48])[NH:44][CH2:45][CH2:46]1.[F:1][C:2]([c:3]1[c:4]([CH2:5][n:6]2[n:7][cH:8][c:9]3[cH:10][c:11]([CH:15]=[C:16]4[C:17](=[O:23])[N:18]=[C:19]([S:21][CH3:22])[S:20]4)[cH:12][cH:13][c:14]23)[cH:24][cH:25][c:26]([C:28]([F:29])([F:30])[F:31])[cH:27]1)([F:32])[F:33]>>[F:1][C:2]([c:3]1[c:4]([CH2:5][n:6]2[n:7][cH:8][c:9]3[cH:10][c:11]([CH:15]=[C:16]4[C:17](=[O:23])[N:18]=[C:19]([N:44]5[CH:43]([CH2:47][OH:48])[CH2:42][N:41]([C:39]([O:38][C:34]([CH3:35])([CH3:36])[CH3:37])=[O:40])[CH2:46][CH2:45]5)[S:20]4)[cH:12][cH:13][c:14]23)[cH:24][cH:25][c:26]([C:28]([F:29])([F:30])[F:31])[cH:27]1)([F:32])[F:33]. Starting materials: CCO (EtOH), oil, [H-].[Na+] (NaH), C(=O)(O)C=1C=C2C=CNC2=CC1 (5-carboxyindole), C(=O)(N1C=NC=C1)N1C=NC=C1 (carbonyldiimidazole). The solvent is C1CCOC1 (THF). Run at time 2 hour. The product is C(C)OC(=O)C=1C=C2C=CNC2=CC1 (5-Ethoxycarbonyl-1H-indole). Isolated yield 127.7%. As a reaction SMILES: [C:1]([C:4]1[CH:5]=[C:6]2[C:10](=[CH:11][CH:12]=1)[NH:9][CH:8]=[CH:7]2)([OH:3])=[O:2].C(N1C=CN=C1)(N1[CH:19]=[CH:18]N=C1)=O.CCO.[H-].[Na+]>C1COCC1>[CH2:18]([O:2][C:1]([C:4]1[CH:5]=[C:6]2[C:10](=[CH:11][CH:12]=1)[NH:9][CH:8]=[CH:7]2)=[O:3])[CH3:19] |f:3.4|. Procedure: Combine 5-carboxyindole (4.8 g, 29.8 mmol) in 150 mL THF and carbonyldiimidazole (9.7 g, 59.6 mmol) and stir overnight at ambient temperature. Treat the reaction mixture with 25 mL EtOH and 1.2 g (29.8 mmol) of a 60% oil dispersion of NaH and stir for 2 hours. Concentration under vacuum gives a residue. Partition the residue between 150 mL EtOAc and 100 mL brine. Separate the layers, dry the organic layer over MgSO4, filter, and concentrated to an oil. Chromatograph on silica gel eluting with 1%...